Dataset: the Open Reaction Database (ORD), a public repository of structured organic reaction records. Task: describe an organic reaction: reactants, conditions, products, and yield Starting materials: COC(=O)C(CC(C)C)NC(c1ccc(Br)cc1)c1ccc(S(C)(=O)=O)cc1, C1CCOC1, CO, [Li+], [OH-]. Product: CC(C)CC(NC(c1ccc(Br)cc1)c1ccc(S(C)(=O)=O)cc1)C(=O)O. RXN SMILES: [Br:1][c:2]1[cH:3][cH:4][c:5]([CH:8]([NH:9][CH:10]([CH2:11][CH:12]([CH3:13])[CH3:14])[C:15](=[O:16])[O:17][CH3:18])[c:19]2[cH:20][cH:21][c:22]([S:25](=[O:26])(=[O:27])[CH3:28])[cH:23][cH:24]2)[cH:6][cH:7]1.[CH2:31]1[O:32][CH2:33][CH2:34][CH2:35]1.[CH3:36][OH:37].[Li+:30].[OH-:29]>>[Br:1][c:2]1[cH:3][cH:4][c:5]([CH:8]([NH:9][CH:10]([CH2:11][CH:12]([CH3:13])[CH3:14])[C:15](=[O:16])[OH:17])[c:19]2[cH:20][cH:21][c:22]([S:25](=[O:26])(=[O:27])[CH3:28])[cH:23][cH:24]2)[cH:6][cH:7]1. The reactants are CCS(=O)(=O)NC(c1cncc(Br)c1)C1CC1, O=C([O-])[O-], OB(O)c1ccccc1Cl, [Na+], [Na+], CN(C)C=O, Cl[Pd]Cl, c1ccc(P(c2ccccc2)c2ccccc2)cc1, c1ccc(P(c2ccccc2)c2ccccc2)cc1. The product is CCS(=O)(=O)NC(c1cncc(-c2ccccc2Cl)c1)C1CC1. RXN SMILES: [Br:11][c:12]1[cH:13][c:14]([CH:18]([NH:19][S:20](=[O:21])(=[O:22])[CH2:23][CH3:24])[CH:25]2[CH2:26][CH2:27]2)[cH:15][n:16][cH:17]1.[C:28](=[O:29])([O-:30])[O-:31].[Cl:1][c:2]1[c:3]([B:8]([OH:9])[OH:10])[cH:4][cH:5][cH:6][cH:7]1.[Na+:32].[Na+:33].[O:34]=[CH:35][N:36]([CH3:37])[CH3:38].[Pd:39]([Cl:40])[Cl:41].[c:42]1([P:43]([c:44]2[cH:45][cH:46][cH:47][cH:48][cH:49]2)[c:50]2[cH:51][cH:52][cH:53][cH:54][cH:55]2)[cH:56][cH:57][cH:58][cH:59][cH:60]1.[c:61]1([P:62]([c:63]2[cH:64][cH:65][cH:66][cH:67][cH:68]2)[c:69]2[cH:70][cH:71][cH:72][cH:73][cH:74]2)[cH:75][cH:76][cH:77][cH:78][cH:79]1>>[Cl:1][c:2]1[c:3](-[c:12]2[cH:13][c:14]([CH:18]([NH:19][S:20](=[O:21])(=[O:22])[CH2:23][CH3:24])[CH:25]3[CH2:26][CH2:27]3)[cH:15][n:16][cH:17]2)[cH:4][cH:5][cH:6][cH:7]1. The reactants are CCC12CCCN3C1C4=C(CC3)C5=CC=CC=C5N4C(C2)(C(=O)OC)O (16-epivincamine), [OH-].C(CCC)[N+](CCCC)(CCCC)CCCC (tetrabutylammonium hydroxide), CCC12CCCN3C1C4=C(CC3)C5=CC=CC=C5N4C(C2)(C(=O)OC)O (16-epivincamine), aqueous solution. Run in CO (methanol). Reaction conditions: time 5 hour. The product is CC[C@@]12CCCN3[C@@H]1C4=C(C=5C=CC=CC5N4[C@](C2)(C(=O)OC)O)CC3 (vincamine). Isolated yield 36.0%. RXN SMILES: [CH3:1][CH2:2][C:3]12[CH2:21][C:20]([OH:26])([C:22]([O:24][CH3:25])=[O:23])[N:19]3[C:9]4=[C:10]([C:13]5[C:18]3=[CH:17][CH:16]=[CH:15][CH:14]=5)[CH2:11][CH2:12][N:7]([CH:8]14)[CH2:6][CH2:5][CH2:4]2.[OH-].C([N+](CCCC)(CCCC)CCCC)CCC>CO>[CH3:1][CH2:2][C@:3]12[CH2:21][C@:20]([OH:26])([C:22]([O:24][CH3:25])=[O:23])[N:19]3[C:9]4=[C:10]([CH2:11][CH2:12][N:7]([C@@H:8]14)[CH2:6][CH2:5][CH2:4]2)[C:13]1[CH:14]=[CH:15][CH:16]=[CH:17][C:18]=13 |f:1.2|. Reported procedure: If the isomerisation of 16-epivincamine described in Example 4 is repeated but using 177 mg. (0.5 millimole) of 16-epivincamine in 20 ml. of methanol and 130 mg. (0.2 millimole) of a 40% aqueous solution of tetrabutylammonium hydroxide (formula (I)b), and the mixture is allowed to stand for 5 hours at 25°C. 64 mg. of vincamine are obtained (yield 36%). The solvent is O1CCCC1 (tetrahydrofuran), O1CCCC1 (tetrahydrofuran), O1CCCC1 (tetrahydrofuran). Reported procedure: In 4 ml of tetrahydrofuran was suspended 0.10 g of sodium hydride (60% in oil), to which 0.4 ml of a solution containing 0.23 g of 1-cyclopentylethanol was added dropwise at 0° C., followed by stirring for 10 minutes. To this was added dropwise 0.4 ml of a solution containing 0.30 g of 4,6-dichloropyrimidine in tetrahydrofuran, followed by stirring at the same temperature for 4 hours. To this was added dropwise 0.4 ml of a solution containing 0.16 g of 2-butyn-1-ol in tetrahydrofuran and further... Run at time 10 minute. Yield: 47.7%. RXN SMILES: [H-].[Na+].[CH:3]1([CH:8]([OH:10])[CH3:9])[CH2:7][CH2:6][CH2:5][CH2:4]1.Cl[C:12]1[CH:17]=[C:16](Cl)[N:15]=[CH:14][N:13]=1.[CH2:19]([OH:23])[C:20]#[C:21][CH3:22].[Cl-].[NH4+]>O1CCCC1>[CH2:19]([O:23][C:12]1[CH:17]=[C:16]([O:10][CH:8]([CH:3]2[CH2:7][CH2:6][CH2:5][CH2:4]2)[CH3:9])[N:15]=[CH:14][N:13]=1)[C:20]#[C:21][CH3:22] |f:0.1,5.6|. The product is C(C#CC)OC1=NC=NC(=C1)OC(C)C1CCCC1 (4-(2-butynyloxy)-6-(1-cyclopentylethyloxy)pyrimidine). The reactants are C(C#CC)O (2-butyn-1-ol), [H-].[Na+] (sodium hydride), [H-].[Na+] (sodium hydride), solution, ClC1=NC=NC(=C1)Cl (4,6-dichloropyrimidine), [Cl-].[NH4+] (ammonium chloride), solution, C1(CCCC1)C(C)O (1-cyclopentylethanol), solution. Conditions: temperature -20 celsius, time 1 hour. As a reaction SMILES: [H-].[H-].[H-].[H-].[Li+].[Al+3].[F:7][C:8]1[CH:9]=[C:10]([C@H:16]2[NH:21][C@@H:20]([C:22](OC)=[O:23])[CH2:19][CH2:18][CH2:17]2)[CH:11]=[C:12]([F:15])[C:13]=1[F:14].O.[OH-].[Na+]>C1COCC1>[F:15][C:12]1[CH:11]=[C:10]([C@H:16]2[NH:21][C@@H:20]([CH2:22][OH:23])[CH2:19][CH2:18][CH2:17]2)[CH:9]=[C:8]([F:7])[C:13]=1[F:14] |f:0.1.2.3.4.5,8.9|. The product is FC=1C=C(C=C(C1F)F)[C@@H]1CCC[C@@H](N1)CO ([(2R,6S)-6-(3,4,5-trifluorophenyl)piperidin-2-yl]methanol). The solvent is C1CCOC1 (THF). The reactants are [H-].[H-].[H-].[H-].[Li+].[Al+3] (LAH), FC=1C=C(C=C(C1F)F)[C@@H]1CCC[C@@H](N1)C(=O)OC (methyl(2R,6S)-6-(3,4,5-trifluorophenyl)piperidine-2-carboxylate), O (water), [OH-].[Na+] (sodium hydroxide), O (water). The yield is 99.9%. Procedure details: LAH (75 mg) was added in three portions to a solution of methyl(2R,6S)-6-(3,4,5-trifluorophenyl)piperidine-2-carboxylate (270 mg) in THF (5 mL) at −20° C. over 15 minutes. The reaction solution was stirred at −20° C. for one hour, and water (0.1 mL), a 5 N sodium hydroxide solution (0.1 mL), and water (0.3 mL) were sequentially added to the reaction solution. The mixture was heated to room temperature and filtered through celite. The filtrate was concentrated under reduced pressure to obtain 242... Reactants: CC(C)OC1=C(C=CC=C1)N1CCN(CC1)CC=1C=C(CN)C=CC1 (3-[[1-[2-(1-methylethoxy)phenyl]-4-piperazinyl]methyl]-benzyl amine), C1CCC2(C1)CC(=O)OC(=O)C2 (3,3-tetramethyleneglutaric anhydride), S(=O)(Cl)Cl (thionyl chloride). The solvent is C1(=CC=CC=C1)C (toluene). Yields the product CC(C)OC1=C(C=CC=C1)N1CCN(CC1)CC=1C=C(C=CC1)CN1C(CC2(CCCC2)CC1=O)=O (8-[[3-[[1-[2-(1-methylethoxy)phenyl]-4-piperazinyl]methyl]phenyl]methyl]-8-azaspiro[4.5]decane-7,9-dione). Reaction SMILES: [CH3:1][CH:2]([O:4][C:5]1[CH:10]=[CH:9][CH:8]=[CH:7][C:6]=1[N:11]1[CH2:16][CH2:15][N:14]([CH2:17][C:18]2[CH:19]=[C:20]([CH:23]=[CH:24][CH:25]=2)[CH2:21][NH2:22])[CH2:13][CH2:12]1)[CH3:3].[CH2:26]1[CH2:30][C:29]2([CH2:37][C:35](=O)[O:34][C:32](=[O:33])[CH2:31]2)[CH2:28][CH2:27]1.S(Cl)(Cl)=O>C1(C)C=CC=CC=1>[CH3:3][CH:2]([O:4][C:5]1[CH:10]=[CH:9][CH:8]=[CH:7][C:6]=1[N:11]1[CH2:16][CH2:15][N:14]([CH2:17][C:18]2[CH:19]=[C:20]([CH2:21][N:22]3[C:35](=[O:34])[CH2:37][C:29]4([CH2:30][CH2:26][CH2:27][CH2:28]4)[CH2:31][C:32]3=[O:33])[CH:23]=[CH:24][CH:25]=2)[CH2:13][CH2:12]1)[CH3:1]. Procedure details: A solution of 3-[[1-[2-(1-methylethoxy)phenyl]-4-piperazinyl]methyl]-benzyl amine (2.50 g, 7.37 mmol), prepared as described above, 3,3-tetramethyleneglutaric anhydride (1.12 g, 6.66 mmol), and toluene (30 mL) was heated to reflux, cooled slightly, and treated with thionyl chloride (9.72 mL, 13.32 mmol). The resulting slurry was refluxed for 30 min, cooled and the solid collected by filtration. This material was partitioned between CH2Cl2 /3N NAOH and the organic layer was separated, dried, filt... The reactants are CCCCC, COC(=O)CC(CCCC1CCCCC1)c1nc(C2CN(S(C)(=O)=O)C2)no1, Cl, [Li+], C1COCCO1, [OH-], O, O. The product is CS(=O)(=O)N1CC(c2noc(C(CCCC3CCCCC3)CC(=O)O)n2)C1. RXN SMILES: [CH3:33][CH2:34][CH2:35][CH2:36][CH3:37].[CH:1]1([CH2:7][CH2:8][CH2:9][CH:10]([CH2:11][C:12](=[O:13])[O:14][CH3:15])[c:16]2[n:17][c:18]([CH:21]3[CH2:22][N:23]([S:25](=[O:26])(=[O:27])[CH3:28])[CH2:24]3)[n:19][o:20]2)[CH2:2][CH2:3][CH2:4][CH2:5][CH2:6]1.[ClH:32].[Li+:30].[O:38]1[CH2:39][CH2:40][O:41][CH2:42][CH2:43]1.[OH-:29].[OH2:31].[OH2:44]>>[CH:1]1([CH2:7][CH2:8][CH2:9][CH:10]([CH2:11][C:12](=[O:13])[OH:14])[c:16]2[n:17][c:18]([CH:21]3[CH2:22][N:23]([S:25](=[O:26])(=[O:27])[CH3:28])[CH2:24]3)[n:19][o:20]2)[CH2:2][CH2:3][CH2:4][CH2:5][CH2:6]1. The reactants are Cl.Cl.NC1CN2CCC1CC2 ((±)3-aminoquinuclidine dihydrochloride), CO (methanol), C[O-].[Na+] (sodium methoxide), [N+](=O)([O-])C1=CC=C(C=C1)C1=CC=C(O1)C(=O)Cl (5-(4-nitrophenyl)-2-furoyl chloride). Solvent: ClCCl (dichloromethane). Yields the product N12CC(C(CC1)CC2)NC(=O)C=2OC(=CC2)C2=CC=C(C=C2)[N+](=O)[O-] ((±)5-(4-Nitro-phenyl)-furan-2-carboxylic acid(1-aza-bicyclo[2.2.2]oct-3-yl)-amide). RXN SMILES: Cl.Cl.[NH2:3][CH:4]1[CH:9]2[CH2:10][CH2:11][N:6]([CH2:7][CH2:8]2)[CH2:5]1.CO.C[O-].[Na+].[N+:17]([C:20]1[CH:25]=[CH:24][C:23]([C:26]2[O:30][C:29]([C:31](Cl)=[O:32])=[CH:28][CH:27]=2)=[CH:22][CH:21]=1)([O-:19])=[O:18]>ClCCl>[N:6]12[CH2:11][CH2:10][CH:9]([CH2:8][CH2:7]1)[CH:4]([NH:3][C:31]([C:29]1[O:30][C:26]([C:23]3[CH:22]=[CH:21][C:20]([N+:17]([O-:19])=[O:18])=[CH:25][CH:24]=3)=[CH:27][CH:28]=1)=[O:32])[CH2:5]2 |f:0.1.2,4.5|. Reported procedure: A mixture of (±)3-aminoquinuclidine dihydrochloride, methanol (250 ml), sodium methoxide (5.1 g, 95 mmol) was stirred at reflux for 1 hour. The mixture was evaporated and was mixed with methanol (150 ml) and dichloromethane (100 ml) was added and cooled on ice, and 5-(4-nitrophenyl)-2-furoyl chloride (11.2 g, 44.5 mmol), solved in dichloromethane (200 ml) was added drop-wise at 0° C. The mixture was stirred at room temperature for 21 hours. The mixture was evaporated, water (200 ml) was added an...